Dataset: the Open Reaction Database (ORD), a public repository of structured organic reaction records. Task: describe an organic reaction: reactants, conditions, products, and yield Reactants: B(c1ccccc1)(O)O (effective_coupling_partner), O=C(Oc2c1ccccc1cc3ccccc23)c4ccccc4 (substrate). The reagents and catalysts are PCy3. Conditions: temperature 100 celsius, time 6 hour. Product: c4ccc(c2c1ccccc1cc3ccccc23)cc4. As a reaction SMILES: [CH2:28]([Cl:29])[Cl:30].[CH3:20][C:21]([Cl:22])=[O:23].[Cl:24][Al:25]([Cl:26])[Cl:27].[c:1]1([CH3:19])[cH:2][cH:3][c:4]([S:7](=[O:8])(=[O:9])[O:10][CH:11]([CH2:12][c:13]2[s:14][cH:15][cH:16][cH:17]2)[CH3:18])[cH:5][cH:6]1>>[c:1]1([CH3:19])[cH:2][cH:3][c:4]([S:7](=[O:8])(=[O:9])[O:10][CH:11]([CH2:12][c:13]2[s:14][c:15]([C:21]([CH3:20])=[O:23])[cH:16][cH:17]2)[CH3:18])[cH:5][cH:6]1. The reactants are ClCCl, CC(=O)Cl, Cl[Al](Cl)Cl, Cc1ccc(S(=O)(=O)OC(C)Cc2cccs2)cc1. The product is CC(=O)c1ccc(CC(C)OS(=O)(=O)c2ccc(C)cc2)s1.